From a dataset of the Open Reaction Database (ORD), a public repository of structured organic reaction records. describe an organic reaction: reactants, conditions, products, and yield The reactants are C(C(C)C)=C1NC=CC(=C1)CN (isobutylidene-4-aminomethylpyridine), CC(C)(C)[O-].[K+] (potassium tert-butylate). The solvent is C1(=CC=CC=C1)C (toluene). Run at temperature 40 celsius, time 1.5 hour. Product: N1=CC=C(C=C1)C=NCC(C)C (4-pyridylmethylidene-isobutylamine). Yield: 2933.0%. Reaction SMILES: C(=[C:5]1[CH:10]=[C:9]([CH2:11][NH2:12])[CH:8]=[CH:7][NH:6]1)C(C)C.[CH3:13][C:14]([O-])([CH3:16])[CH3:15].[K+]>C1(C)C=CC=CC=1>[N:6]1[CH:5]=[CH:10][C:9]([CH:11]=[N:12][CH2:13][CH:14]([CH3:16])[CH3:15])=[CH:8][CH:7]=1 |f:1.2|. Procedure details: 96 g (0.593 mol) of isobutylidene-4-aminomethylpyridine is added dropwise at 40° C. in the course of 30 minutes, with stirring, to a suspension of 2 g (0.0179 mol) of potassium tert-butylate in 100 ml of toluene. The reaction mixture becomes in the process darkish red-brown. It is stirred at 40° C. for a further 1.5 hours, and the toluene is distilled off in a water-jet vacuum. The residue is then distilled in an oil-pump vacuum to obtain 85 g (0.525 mol) of 4-pyridylmethylidene-isobutylamine as... Starting materials: C(=O)(O)[O-].[Na+] (NaHCO3), C(#N)C1=C(C(=O)C(=C(C1=O)Cl)Cl)C#N (DDQ), COC(CCC\C=C/C[C@@H]1[C@H]([C@@H](CC1=O)O)C=1C=C2CCC(C2=CC1)OCC1=CC=C(C=C1)OC)=O ((Z)-7-{(1R,2S,3R)-3-Hydroxy-2-[1-(4-methoxy-benzyloxy)-indan-5-yl]-5-oxo-cyclopentyl}-hept-5-enoic acid methyl ester), O (water). The solvent is ClCCl (dichloromethane). Conditions: time 55 minute. The product is COC(CCC\C=C/C[C@@H]1[C@H]([C@@H](CC1=O)O)C=1C=C2CCC(C2=CC1)O)=O ((Z)-7-[(1R,2S,3R)-3-Hydroxy-2-(1-hydroxy-indan-5-yl)-5-oxo-cyclopentyl]-hept-5-enoic acid methyl ester). The yield is 434.7%. As a reaction SMILES: C(C1C(=O)C(Cl)=C(Cl)C(=O)C=1C#N)#N.[CH3:15][O:16][C:17](=[O:50])[CH2:18][CH2:19][CH2:20]/[CH:21]=[CH:22]\[CH2:23][C@H:24]1[C:28](=[O:29])[CH2:27][C@@H:26]([OH:30])[C@@H:25]1[C:31]1[CH:32]=[C:33]2[C:37](=[CH:38][CH:39]=1)[CH:36]([O:40]CC1C=CC(OC)=CC=1)[CH2:35][CH2:34]2.O.C([O-])(O)=O.[Na+]>ClCCl>[CH3:15][O:16][C:17](=[O:50])[CH2:18][CH2:19][CH2:20]/[CH:21]=[CH:22]\[CH2:23][C@H:24]1[C:28](=[O:29])[CH2:27][C@@H:26]([OH:30])[C@@H:25]1[C:31]1[CH:32]=[C:33]2[C:37](=[CH:38][CH:39]=1)[CH:36]([OH:40])[CH2:35][CH2:34]2 |f:3.4|. Reported procedure: DDQ (41 mg, 0.18 mmol) was added to a mixture of 15-5 (11 mg, 0.021 mmol) in dichloromethane (3.5 mL)/water (175 μL). After 55 min., saturated NaHCO3 solution was added and the resulting mixture was extracted with dichloromethane (3×50 mL). The combined dichloromethane solution was washed with brine and then was dried (Na2SO4), filtered and evaporated. Purification by flash chromatography on silica gel (50%→60% ethyl acetate/hexanes) gave 15-6 (34 mg, 60%). Reactants: [Br-], BrCCC1OCCO1, C1CCOC1, I, [Mg], COc1ccc(C=C[N+](=O)[O-])c(OC)c1OC. Product: COc1ccc(C(CCC2OCCO2)C[N+](=O)[O-])c(OC)c1OC. Reaction SMILES: [Br-:11].[Br:3][CH2:4][CH2:5][CH:6]1[O:7][CH2:8][CH2:9][O:10]1.[CH2:29]1[O:30][CH2:31][CH2:32][CH2:33]1.[I:2].[Mg:1].[N+:12](=[O:13])([O-:14])[CH:15]=[CH:16][c:17]1[c:18]([O:27][CH3:28])[c:19]([O:25][CH3:26])[c:20]([O:23][CH3:24])[cH:21][cH:22]1>>[CH2:4]([CH2:5][CH:6]1[O:7][CH2:8][CH2:9][O:10]1)[CH:16]([CH2:15][N+:12](=[O:13])[O-:14])[c:17]1[c:18]([O:27][CH3:28])[c:19]([O:25][CH3:26])[c:20]([O:23][CH3:24])[cH:21][cH:22]1. The reactants are C1(=CC=CC=C1)CC#N (phenyl acetonitrile), [H-].[Na+] (sodium hydride), ClCCN(C(C)(C)C)CCCl (N,N-bis(2-chloroethyl)-2-methylpropan-2-amine). Solvent: Cl (hydrochloric acid), CS(=O)C (DMSO). Conditions: temperature 23 celsius, time 30 minute. Yields the product C(C)(C)(C)N1CCC(CC1)(C#N)C1=CC=CC=C1 (1-tert-butyl-4-phenylpiperidine-4-carbonitrile). Yield: 67.6%. As a reaction SMILES: [C:1]1([CH2:7][C:8]#[N:9])[CH:6]=[CH:5][CH:4]=[CH:3][CH:2]=1.[H-].[Na+].Cl[CH2:13][CH2:14][N:15]([CH2:20][CH2:21]Cl)[C:16]([CH3:19])([CH3:18])[CH3:17]>CS(C)=O.Cl>[C:16]([N:15]1[CH2:20][CH2:21][C:7]([C:1]2[CH:6]=[CH:5][CH:4]=[CH:3][CH:2]=2)([C:8]#[N:9])[CH2:13][CH2:14]1)([CH3:19])([CH3:18])[CH3:17] |f:1.2|. Procedure: A solution of phenyl acetonitrile (1.0 g, 8.54 mmol) in DMSO (8 mL) was treated with sodium hydride (0.717 g, 29.88 mmol) portionwise. The resulting-suspension was stirred at 23° C. for 30 minutes. N,N-bis(2-chloroethyl)-2-methylpropan-2-amine (2.20 g, 9.39 mmol) was then slowly added over 5 minutes, then the suspension was heated at 65° C. overnight. The reaction was then diluted with 1N hydrochloric acid and washed with ethyl acetate (2×). The aqueous phase was basified with sat. aq. sodium ca... Starting materials: C(C1=CC=CC=C1)OC1=CC=C(C=C1)O (4-(benzyloxy)phenol), ClP1(=NP(=NP(=N1)(Cl)Cl)(Cl)Cl)Cl (hexachlorocyclotriphosphazene), [H-].[Na+] (NaH), [H][H] (hydrogen). Reagents/catalysts: [Br-].C(CCC)[N+](CCCC)(CCCC)CCCC (tetrabutylammonium bromide). Solvent: C1CCOC1 (THF), CO (methanol), C1CCOC1 (THF). Yields the product C(C1=CC=CC=C1)OC1=CC=C(OP2(=NP(=NP(=N2)(OC2=CC=C(C=C2)OCC2=CC=CC=C2)OC2=CC=C(C=C2)OCC2=CC=CC=C2)(OC2=CC=C(C=C2)OCC2=CC=CC=C2)OC2=CC=C(C=C2)OCC2=CC=CC=C2)OC2=CC=C(C=C2)OCC2=CC=CC=C2)C=C1 (Hexakis(4-benzyloxyphenoxy)cyclotriphosphazene). As a reaction SMILES: Cl[P:2]1(Cl)[N:7]=[P:6](Cl)(Cl)[N:5]=[P:4](Cl)(Cl)[N:3]=1.[H-].[Na+].[CH2:15]([O:22][C:23]1[CH:28]=[CH:27][C:26]([OH:29])=[CH:25][CH:24]=1)[C:16]1[CH:21]=[CH:20][CH:19]=[CH:18][CH:17]=1.[H][H]>[Br-].C([N+](CCCC)(CCCC)CCCC)CCC.C1COCC1.CO>[CH2:15]([O:22][C:23]1[CH:24]=[CH:25][C:26]([O:29][P:2]2([O:29][C:26]3[CH:25]=[CH:24][C:23]([O:22][CH2:15][C:16]4[CH:17]=[CH:18][CH:19]=[CH:20][CH:21]=4)=[CH:28][CH:27]=3)[N:7]=[P:6]([O:29][C:26]3[CH:25]=[CH:24][C:23]([O:22][CH2:15][C:16]4[CH:17]=[CH:18][CH:19]=[CH:20][CH:21]=4)=[CH:28][CH:27]=3)([O:29][C:26]3[CH:25]=[CH:24][C:23]([O:22][CH2:15][C:16]4[CH:17]=[CH:18][CH:19]=[CH:20][CH:21]=4)=[CH:28][CH:27]=3)[N:5]=[P:4]([O:29][C:26]3[CH:25]=[CH:24][C:23]([O:22][CH2:15][C:16]4[CH:17]=[CH:18][CH:19]=[CH:20][CH:21]=4)=[CH:28][CH:27]=3)([O:29][C:26]3[CH:25]=[CH:24][C:23]([O:22][CH2:15][C:16]4[CH:17]=[CH:18][CH:19]=[CH:20][CH:21]=4)=[CH:28][CH:27]=3)[N:3]=2)=[CH:27][CH:28]=1)[C:16]1[CH:17]=[CH:18][CH:19]=[CH:20][CH:21]=1 |f:1.2,5.6|. Procedure details: A suspension of 20.00 g (5.74×10-2 mol) of hexachlorocyclotriphosphazene, 22.99 g (0.57 mol) of NaH 60% oil dispersion, and 1.5 g of tetrabutylammonium bromide in 200 mL of THF is treated with 115.1 g (0.57 mol) of 4-(benzyloxy)phenol in 250 mL of THF. This treatment is performed dropwise, waiting each time for hydrogen evolution. The reaction mixture is successively refluxed for 48 hrs, cooled to room temperature, and ultracentrifuged at 8000 rpm to separate the liquid from the solid. The liquo... Starting materials: CCCCCCOC(C)c1ccc(C(=O)OCc2ccccc2)cc1, CCO. Yields the product CCCCCCOC(C)c1ccc(C(=O)O)cc1. As a reaction SMILES: [CH2:1]([CH2:2][CH2:3][CH2:4][CH2:5][CH3:6])[O:7][CH:8]([CH3:9])[c:10]1[cH:11][cH:12][c:13]([C:14](=[O:15])[O:16][CH2:17][c:18]2[cH:19][cH:20][cH:21][cH:22][cH:23]2)[cH:24][cH:25]1.[CH3:26][CH2:27][OH:28]>>[CH2:1]([CH2:2][CH2:3][CH2:4][CH2:5][CH3:6])[O:7][CH:8]([CH3:9])[c:10]1[cH:11][cH:12][c:13]([C:14](=[O:15])[OH:16])[cH:24][cH:25]1.